From a dataset of the Open Reaction Database (ORD), a public repository of structured organic reaction records. describe an organic reaction: reactants, conditions, products, and yield The reactants are C1CCC2=NCCCN2CC1, CN(C)C=O, O=C1Nc2ncccc2C12Cc1cc(CCO)c([N+](=O)[O-])cc1C2, [N-]=[N+]=NP(=O)(c1ccccc1)c1ccccc1. Yields the product [N-]=[N+]=NCCc1cc2c(cc1[N+](=O)[O-])CC1(C2)C(=O)Nc2ncccc21. Reaction SMILES: [CH2:42]1[CH2:43][CH2:44][C:45]2=[N:50][CH2:49][CH2:48][CH2:47][N:46]2[CH2:51][CH2:52]1.[O:53]=[CH:54][N:55]([CH3:56])[CH3:57].[OH:1][CH2:2][CH2:3][c:4]1[cH:5][c:6]2[c:10]([cH:11][c:12]1[N+:13](=[O:14])[O-:15])[CH2:9][C:8]1([CH2:7]2)[C:16](=[O:24])[NH:17][c:18]2[n:19][cH:20][cH:21][cH:22][c:23]21.[c:25]1([P:26]([c:27]2[cH:28][cH:29][cH:30][cH:31][cH:32]2)(=[O:33])[N:39]=[N+:40]=[N-:41])[cH:34][cH:35][cH:36][cH:37][cH:38]1>>[CH2:2]([CH2:3][c:4]1[cH:5][c:6]2[c:10]([cH:11][c:12]1[N+:13](=[O:14])[O-:15])[CH2:9][C:8]1([CH2:7]2)[C:16](=[O:24])[NH:17][c:18]2[n:19][cH:20][cH:21][cH:22][c:23]21)[N:39]=[N+:40]=[N-:41]. Starting materials: C1CCOC1, CC(=O)Cl, O=C(O)C(O)(c1ccccc1)c1ccccc1, c1ccncc1. Product: CC(=O)OC(=O)C(O)(c1ccccc1)c1ccccc1, c1cc[nH+]cc1. Reaction SMILES: [CH2:28]1[O:29][CH2:30][CH2:31][CH2:32]1.[CH3:1][C:2]([Cl:3])=[O:4].[OH:5][C:6](=[O:7])[C:8]([OH:9])([c:10]1[cH:11][cH:12][cH:13][cH:14][cH:15]1)[c:16]1[cH:17][cH:18][cH:19][cH:20][cH:21]1.[cH:22]1[cH:23][cH:24][n:25][cH:26][cH:27]1>>[CH3:1][C:2](=[O:4])[O:7][C:6](=[O:5])[C:8]([OH:9])([c:10]1[cH:11][cH:12][cH:13][cH:14][cH:15]1)[c:16]1[cH:17][cH:18][cH:19][cH:20][cH:21]1.[cH:22]1[cH:23][cH:24][nH+:25][cH:26][cH:27]1. The reactants are COC=1C=C(C=C(C#N)C#N)C=C(C1OC)OC (3,4,5-trimethoxybenzylidenemalononitrile), OC1=C2C=CC=NC2=CC=C1 (5-hydroxyquinoline). The product is NC1=C(C(C2=C(O1)C=1C=CC=NC1C=C2)C2=CC(=C(C(=C2)OC)OC)OC)C#N (2-Amino-3-cyano-4-(3,4,5-trimethoxyphenyl)-4H-quino[5,6-b]pyran). As a reaction SMILES: [CH3:1][O:2][C:3]1[CH:4]=[C:5]([CH:12]=[C:13]([O:17][CH3:18])[C:14]=1[O:15][CH3:16])[CH:6]=[C:7]([C:10]#[N:11])[C:8]#[N:9].[OH:19][C:20]1[CH:29]=[CH:28][CH:27]=[C:26]2[C:21]=1[CH:22]=[CH:23][CH:24]=[N:25]2>>[NH2:9][C:8]1[O:19][C:20]2[C:21]3[CH:22]=[CH:23][CH:24]=[N:25][C:26]=3[CH:27]=[CH:28][C:29]=2[CH:6]([C:5]2[CH:12]=[C:13]([O:17][CH3:18])[C:14]([O:15][CH3:16])=[C:3]([O:2][CH3:1])[CH:4]=2)[C:7]=1[C:10]#[N:11]. Reported procedure: The title compound was prepared from 3,4,5-trimethoxybenzylidenemalononitrile (244 mg, 1 mmol) and 5-hydroxyquinoline by a procedure similar to that described for Example 145. 1H NMR (CDCl3): 8.96 (m, 1H), 8.52 (d, J=8.7, 1H), 7.82 (d, J=9.0, 1H), 7.52 (m, 1H), 7.33 (d, J=8.7, 1H), 6.43 (s, 2H), 4.83 (m, 3H), 3.83 (s, 3H), 3.80 (s, 3H). Reactants: CC(CN1CCOCC1)(C)N1C=NC(=C1)NC(C(CCC)N)=O (2-Amino-pentanoic acid [1-(1,1-dimethyl-2-morpholin-4-yl-ethyl)-1H-imidazol-4-yl]-amide), FC=1C=C(C=C(C1)F)C(C(=O)O)O ((3,5-Difluoro-phenyl)-hydroxy-acetic acid). As a reaction SMILES: [CH3:1][C:2]([N:11]1[CH:15]=[C:14]([NH:16][C:17](=[O:23])[CH:18]([NH2:22])[CH2:19][CH2:20][CH3:21])[N:13]=[CH:12]1)([CH3:10])[CH2:3][N:4]1[CH2:9][CH2:8][O:7][CH2:6][CH2:5]1.[F:24][C:25]1[CH:26]=[C:27]([CH:32]([OH:36])[C:33](O)=[O:34])[CH:28]=[C:29]([F:31])[CH:30]=1>>[CH3:1][C:2]([N:11]1[CH:15]=[C:14]([NH:16][C:17](=[O:23])[CH:18]([NH:22][C:33](=[O:34])[CH:32]([C:27]2[CH:28]=[C:29]([F:31])[CH:30]=[C:25]([F:24])[CH:26]=2)[OH:36])[CH2:19][CH2:20][CH3:21])[N:13]=[CH:12]1)([CH3:10])[CH2:3][N:4]1[CH2:5][CH2:6][O:7][CH2:8][CH2:9]1. Procedure details: 2-Amino-pentanoic acid [1-(1,1-dimethyl-2-morpholin-4-yl-ethyl)-1H-imidazol-4-yl]-amide was coupled with (3,5-Difluoro-phenyl)-hydroxy-acetic acid to afford the title compound: H1 NMR (400 MHz, CDCl3) 0.8 (m, 3H), 1.40 (m, 2H), 1.48 (s, 2H), 1.70, (m, 2H), 2.20 (m, 4H), 2.42, (m, 2H), 3.58 (m, 4H), 4.80 (m, 0.5H), 4.90 (m, 0.5H), 5.12 (m, 0.5H), 5.20 (m, 0.5H), 6.72 (m, 1H) 7.08 (m, 2H), 7.39 (s, 0.5H) 7.40 (s, 0.5H), 7.46 (s, 0.5H), 7.47 (s, 0.5H); MS m/z 494.4 (M+1). The product is CC(CN1CCOCC1)(C)N1C=NC(=C1)NC(C(CCC)NC(C(O)C1=CC(=CC(=C1)F)F)=O)=O (2-[2-(3,5-Difluoro-phenyl)-2-hydroxy-acetylamino]-pentanoic acid [1-(1,1-dimethyl-2-morpholin-4-yl-ethyl)-1H-imidazol-4-yl]-amide). Starting materials: Cl.N[C@@H](CC1=CC=C(C=C1)NC(=O)NC1=CC=CC=C1)CO (N-[4-[(2S)-2-amino-3-hydroxypropyl]phenyl]-N′-phenylurea hydrochloride), C(C)(C)N(C(C)C)CC (N,N-diisopropylethylamine), C(C1=CC=CC=C1)OC1=CC=C(OC[C@H]2OC2)C=C1 ((2S)-2-[[4-(benzyloxy)phenoxy)methyl]oxirane). Run in C(C)O (ethanol). The product is C(C1=CC=CC=C1)OC1=CC=C(OC[C@H](CN[C@@H](CC2=CC=C(C=C2)NC(=O)NC2=CC=CC=C2)CO)O)C=C1 (N-[4-[(2S)-2-[[(2S)-3-[4-(benzyloxy)phenoxy]-2-hydroxypropyl]amino]-3-hydroxypropyl]phenyl]-N′-phenylurea). The yield is 44.4%. RXN SMILES: Cl.[NH2:2][C@H:3]([CH2:21][OH:22])[CH2:4][C:5]1[CH:10]=[CH:9][C:8]([NH:11][C:12]([NH:14][C:15]2[CH:20]=[CH:19][CH:18]=[CH:17][CH:16]=2)=[O:13])=[CH:7][CH:6]=1.C(N(CC)C(C)C)(C)C.[CH2:32]([O:39][C:40]1[CH:50]=[CH:49][C:43]([O:44][CH2:45][C@@H:46]2[CH2:48][O:47]2)=[CH:42][CH:41]=1)[C:33]1[CH:38]=[CH:37][CH:36]=[CH:35][CH:34]=1>C(O)C>[CH2:32]([O:39][C:40]1[CH:41]=[CH:42][C:43]([O:44][CH2:45][C@@H:46]([OH:47])[CH2:48][NH:2][C@H:3]([CH2:21][OH:22])[CH2:4][C:5]2[CH:6]=[CH:7][C:8]([NH:11][C:12]([NH:14][C:15]3[CH:16]=[CH:17][CH:18]=[CH:19][CH:20]=3)=[O:13])=[CH:9][CH:10]=2)=[CH:49][CH:50]=1)[C:33]1[CH:34]=[CH:35][CH:36]=[CH:37][CH:38]=1 |f:0.1|. Procedure: To a solution of N-[4-[(2S)-2-amino-3-hydroxypropyl]phenyl]-N′-phenylurea hydrochloride (222 mg) in ethanol (5.0 ml) were added successively N,N-diisopropylethylamine (264 μl) and (2S)-2-[[4-(benzyloxy)phenoxy)methyl]oxirane (212 mg) and the solution was refluxed for 13.5 hours. After cooling to room temperature, the precipitates were collected by filtration, washed with ethanol, and dried under reduced pressure to give N-[4-[(2S)-2-[[(2S)-3-[4-(benzyloxy)phenoxy]-2-hydroxypropyl]amino]-3-hydrox...